Task: describe an organic reaction: reactants, conditions, products, and yield. Dataset: the Open Reaction Database (ORD), a public repository of structured organic reaction records The reactants are Brc1cc[nH]n1, O=C([O-])[O-], CN(C)C=O, Clc1cccnc1Cl, [K+], [K+], O. Product: Clc1cccnc1-n1ccc(Br)n1. As a reaction SMILES: [Br:9][c:10]1[n:11][nH:12][cH:13][cH:14]1.[C:15](=[O:16])([O-:17])[O-:18].[CH3:22][N:23]([CH3:24])[CH:25]=[O:26].[Cl:1][c:2]1[n:3][cH:4][cH:5][cH:6][c:7]1[Cl:8].[K+:19].[K+:20].[OH2:21]>>[c:2]1(-[n:12]2[n:11][c:10]([Br:9])[cH:14][cH:13]2)[n:3][cH:4][cH:5][cH:6][c:7]1[Cl:8]. Starting materials: C(C)(=O)NC(=N)N (N-Acetylguanidine), ClCC(C)=O (1-chloropropan-2-one). Solvent: C(C)#N (acetonitrile). Yields the product CC=1N=C(NC1)NC(C)=O (N-(4-methyl-1H-imidazol-2-yl)acetamide). As a reaction SMILES: [C:1]([NH:4][C:5]([NH2:7])=[NH:6])(=[O:3])[CH3:2].Cl[CH2:9][C:10](=O)[CH3:11]>C(#N)C>[CH3:11][C:10]1[N:6]=[C:5]([NH:4][C:1](=[O:3])[CH3:2])[NH:7][CH:9]=1. Procedure: N-Acetylguanidine (1.516 g, 15 mmol, 3 equivalents, commercially available Aldrich) was added to 1-chloropropan-2-one (0.462 g, 5 mmol, 1 equiv) in acetonitrile (30 ml). The reaction mixture was heated to reflux for 12 hours under argon. Upon cooling, the reaction mixture was evaporated to dryness and the isolated residue was washed with water, filtered and air-dried to give 0.324 g N-(4-methyl-1H-imidazol-2-yl)acetamide. 1H-NMR (400 MHz, DMSO-d6): δ 13.3 (bs, 1H), 10.29 (bs, 1H), 6.80 (s, 1H), ... The reactants are C(C=C)Br (allyl bromide), N1=C(N=CC=C1)C=1C(=CC(=C(C1)CO)Cl)Cl (5-pyrimidyl-2,4-dichlorophenylcarbinol), O1CCCC1 (tetrahydrofuran), [H-].[Na+] (sodium hydride). Solvent: O (water). Run at temperature 0 celsius, time 2 hour. Product: C(C=C)OCC1=C(C=C(C(=C1)C1=NC=CC=N1)Cl)Cl (5-pyrimidyl-2,4-dichlorophenylcarbinol allylether). As a reaction SMILES: [N:1]1[CH:6]=[CH:5][CH:4]=[N:3][C:2]=1[C:7]1[C:8]([Cl:16])=[CH:9][C:10]([Cl:15])=[C:11]([CH2:13][OH:14])[CH:12]=1.O1C[CH2:20][CH2:19][CH2:18]1.[H-].[Na+].C(Br)C=C>O>[CH2:20]([O:14][CH2:13][C:11]1[CH:12]=[C:7]([C:2]2[N:3]=[CH:4][CH:5]=[CH:6][N:1]=2)[C:8]([Cl:16])=[CH:9][C:10]=1[Cl:15])[CH:19]=[CH2:18] |f:2.3|. Procedure: To a 250 ml single neck round bottom flask equipped with a reflux condensor and an argon inlet was added 5.10 gm of the 5-pyrimidyl-2,4-dichlorophenylcarbinol and 100 of anhydrous tetrahydrofuran. The system was cooled to 0° C. and after cooling 0.53 gm sodium hydride added. The system was stirred for 20 additional minutes and 2.1 ml of allyl bromide was then added. The system was allowed to come to room temperature over 1/2-hour and stirred there for an additional 2 hours. Afterwards the system... The reactants are [Si](C)(C)(C(C)(C)C)OC/C=C/C(=O)OCC (ethyl (2E)-4-{[tert-butyl(dimethyl)silyl]oxy}but-2-enoate), C(C1=CC=CC=C1)N(COC)C[Si](C)(C)C (N-benzyl-1-methoxy-N-((trimethylsilyl)methyl)methanamine), C(=O)(C(F)(F)F)O (TFA). Solvent: C(Cl)Cl (CH2Cl2). Conditions: time 8 hour. The product is C(C)OC(=O)[C@@H]1CN(C[C@H]1CO[Si](C)(C)C(C)(C)C)CC1=CC=CC=C1 (trans-ethyl-1-benzyl-4-({[tertbutyl(dimethyl)silyl]oxy}methyl)pyrrolidine-3-carboxylate). Yield: 51.6%. Reaction SMILES: [Si:1]([O:8][CH2:9]/[CH:10]=[CH:11]/[C:12]([O:14][CH2:15][CH3:16])=[O:13])([C:4]([CH3:7])([CH3:6])[CH3:5])([CH3:3])[CH3:2].[CH2:17]([N:24]([CH2:28][Si](C)(C)C)[CH2:25]OC)[C:18]1[CH:23]=[CH:22][CH:21]=[CH:20][CH:19]=1.C(O)(C(F)(F)F)=O>C(Cl)Cl>[CH2:15]([O:14][C:12]([C@H:11]1[C@H:10]([CH2:9][O:8][Si:1]([C:4]([CH3:7])([CH3:6])[CH3:5])([CH3:3])[CH3:2])[CH2:28][N:24]([CH2:17][C:18]2[CH:23]=[CH:22][CH:21]=[CH:20][CH:19]=2)[CH2:25]1)=[O:13])[CH3:16]. Procedure: To a solution of ethyl (2E)-4-{[tert-butyl(dimethyl)silyl]oxy}but-2-enoate (3.27 g, 13.4 mmol) and N-benzyl-1-methoxy-N-((trimethylsilyl)methyl)methanamine (4.14 g, 17.5 mmol) in CH2Cl2 (30 mL) was added TFA (0.280 mL, 3.64 mmol) at 0° C. The reaction was stirred at rt overnight. The mixture was quenched with water (50 mL) and extracted with EtOAc (two×50 mL). The combined organic layers were dried over MgSO4 and concentrated. The residue was purified via flash chromatography eluting with 20% Et... Starting materials: COC(CN(C1=CC(=CC(=C1)OCCCCCCCCCCCCCCCCCC)O)CC(=O)OC)=O (N-(2-methoxy-2-oxoethyl)-N-[3-hydroxy-5-(octadecyloxy)phenyl]glycine methyl ester), BrCCCOC=1C=C(C=CC1)Br (3-(3-bromopropoxy)bromobenzene), C([O-])([O-])=O.[K+].[K+] (potassium carbonate), [I-].[Na+] (sodium iodide). Run in CC(=O)C (acetone), CN(C)C=O (DMF). Product: COC(CN(C1=CC(=CC(=C1)OCCCCCCCCCCCCCCCCCC)OCCCOC1=CC(=CC=C1)Br)CC(=O)OC)=O (N-(2-methoxy-2-oxoethyl)-N-[3-[3-(3-bromophenoxy)propoxy]-5-(octadecyloxy)phenyl]glycine methyl ester). Isolated yield 67.0%. Reaction SMILES: [CH3:1][O:2][C:3](=[O:37])[CH2:4][N:5]([CH2:32][C:33]([O:35][CH3:36])=[O:34])[C:6]1[CH:11]=[C:10]([O:12][CH2:13][CH2:14][CH2:15][CH2:16][CH2:17][CH2:18][CH2:19][CH2:20][CH2:21][CH2:22][CH2:23][CH2:24][CH2:25][CH2:26][CH2:27][CH2:28][CH2:29][CH3:30])[CH:9]=[C:8]([OH:31])[CH:7]=1.Br[CH2:39][CH2:40][CH2:41][O:42][C:43]1[CH:44]=[C:45]([Br:49])[CH:46]=[CH:47][CH:48]=1.C(=O)([O-])[O-].[K+].[K+].[I-].[Na+]>CC(C)=O.CN(C=O)C>[CH3:1][O:2][C:3](=[O:37])[CH2:4][N:5]([CH2:32][C:33]([O:35][CH3:36])=[O:34])[C:6]1[CH:11]=[C:10]([O:12][CH2:13][CH2:14][CH2:15][CH2:16][CH2:17][CH2:18][CH2:19][CH2:20][CH2:21][CH2:22][CH2:23][CH2:24][CH2:25][CH2:26][CH2:27][CH2:28][CH2:29][CH3:30])[CH:9]=[C:8]([O:31][CH2:39][CH2:40][CH2:41][O:42][C:43]2[CH:48]=[CH:47][CH:46]=[C:45]([Br:49])[CH:44]=2)[CH:7]=1 |f:2.3.4,5.6|. Procedure: A mixture of 1.0 g (1.92 mol) of N-(2-methoxy-2-oxoethyl)-N-[3-hydroxy-5-(octadecyloxy)phenyl]glycine methyl ester, 0.59 g (2.01 mmol) of 3-(3-bromopropoxy)bromobenzene, 0.53 g (3.83 mmol) of potassium carbonate and 0.29 g (1.92 mmol) of sodium iodide in 30 ml of acetone and 6 ml of DMF was stirred at reflux under argon for 65 hours. The solvents were removed at reduced pressure and the residue was treated with methylene chloride and filtered. The filtrate was concentrated and crystallized from ... Reactants: C([O-])([O-])=O.[K+].[K+] (potassium carbonate), CO (methanol), C(C)(=O)OC1=CC=C(C(=O)NC2=C(C(=O)O)C=CC(=C2)CCC2=CC=CC=C2)C=C1 (2-(4-acetoxybenzamido)-4-phenethylbenzoic acid). The solvent is O1CCCC1 (tetrahydrofuran). Run at time 3 hour. Product: OC1=CC=C(C(=O)NC2=C(C(=O)O)C=CC(=C2)CCC2=CC=CC=C2)C=C1 (2-(4-hydroxybenzamido)-4-phenethylbenzoic acid). RXN SMILES: C(=O)([O-])[O-].[K+].[K+].CO.C([O:12][C:13]1[CH:38]=[CH:37][C:16]([C:17]([NH:19][C:20]2[CH:28]=[C:27]([CH2:29][CH2:30][C:31]3[CH:36]=[CH:35][CH:34]=[CH:33][CH:32]=3)[CH:26]=[CH:25][C:21]=2[C:22]([OH:24])=[O:23])=[O:18])=[CH:15][CH:14]=1)(=O)C>O1CCCC1>[OH:12][C:13]1[CH:14]=[CH:15][C:16]([C:17]([NH:19][C:20]2[CH:28]=[C:27]([CH2:29][CH2:30][C:31]3[CH:32]=[CH:33][CH:34]=[CH:35][CH:36]=3)[CH:26]=[CH:25][C:21]=2[C:22]([OH:24])=[O:23])=[O:18])=[CH:37][CH:38]=1 |f:0.1.2|. Procedure details: 10 mg of potassium carbonate were added to a mixed solution of 1.0 mL of methanol and 1.0 mL of tetrahydrofuran containing 20 mg of 2-(4-acetoxybenzamido)-4-phenethylbenzoic acid and stirred at room temperature for 3 hours. After insoluble were removed by filtration, 3.0 mL of 10% citric acid aqueous solution was added and a solid substance was separated by filtration to obtain 15 mg of 2-(4-hydroxybenzamido)-4-phenethylbenzoic acid as white solid. Reactants: C(C)N1C(CC2=CC(=CC=C12)OCC1=C(C=CC=C1)C(=O)O)=O (1-ethyl-5-(2-carboxybenzyloxy)oxindole), P(Cl)(Cl)(Cl)(Cl)Cl (phosphorous pentachloride), [Cl-].[Al+3].[Cl-].[Cl-] (aluminum chloride). Solvent: C(Cl)Cl (methylene chloride). Run at temperature 25 celsius, time 30 minute. The product is C(C)N1C(CC2=CC3=C(C=C12)C(C1=C(CO3)C=CC=C1)=O)=O (1-ethyl-2,3,6,11-tetrahydro-2,11-dioxo-[2]benzoxepino[3,4-f]indole). Isolated yield 69.0%. RXN SMILES: [CH2:1]([N:3]1[C:11]2[C:6](=[CH:7][C:8]([O:12][CH2:13][C:14]3[CH:19]=[CH:18][CH:17]=[CH:16][C:15]=3[C:20]([OH:22])=O)=[CH:9][CH:10]=2)[CH2:5][C:4]1=[O:23])[CH3:2].P(Cl)(Cl)(Cl)(Cl)Cl.[Cl-].[Al+3].[Cl-].[Cl-]>C(Cl)Cl>[CH2:1]([N:3]1[C:11]2[C:6](=[CH:7][C:8]3[O:12][CH2:13][C:14]4[CH:19]=[CH:18][CH:17]=[CH:16][C:15]=4[C:20](=[O:22])[C:9]=3[CH:10]=2)[CH2:5][C:4]1=[O:23])[CH3:2] |f:2.3.4.5|. Procedure: To a suspension of 5.0 g. (16.1 mmoles) of 1-ethyl-5-(2-carboxybenzyloxy)oxindole in 100 ml. of methylene chloride was added 3.34 g. (16.1 mmoles) of phosphorous pentachloride and the reaction mixture allowed to stir 30 minutes at 25° C. The reaction mixture was cooled to --15° C. and 8.56 g. (64.4 mmoles) of aluminum chloride was added. The resulting mixture was allowed to stir at room temperature for 30 minutes and was then added to ice. The organic phase was separated, dried over magnesium su... Reactants: CCOC(=O)CC(=O)OCC, [Cl-], [Cl-], [Cl-], CC(C)(C(=O)O)c1ccc(F)c(Cl)c1, [Mg+2], O=S(Cl)Cl. The product is CCOC(=O)C(C(=O)OCC)C(=O)C(C)(C)c1ccc(F)c(Cl)c1. RXN SMILES: [C:1]([CH2:2][C:3](=[O:4])[O:5][CH2:6][CH3:7])(=[O:8])[O:9][CH2:10][CH3:11].[Cl-:12].[Cl-:14].[Cl-:29].[Cl:15][c:16]1[cH:17][c:18]([C:23]([C:24](=[O:25])[OH:26])([CH3:27])[CH3:28])[cH:19][cH:20][c:21]1[F:22].[Mg+2:13].[S:30]([Cl:31])([Cl:32])=[O:33]>>[C:1]([CH:2]([C:3](=[O:4])[O:5][CH2:6][CH3:7])[C:24]([C:23]([c:18]1[cH:17][c:16]([Cl:15])[c:21]([F:22])[cH:20][cH:19]1)([CH3:27])[CH3:28])=[O:25])(=[O:8])[O:9][CH2:10][CH3:11].